From a dataset of the Open Reaction Database (ORD), a public repository of structured organic reaction records. describe an organic reaction: reactants, conditions, products, and yield Starting materials: C(=O)(O)C1(CC=2C=3CC(CCC3N(C2C=C1)[Si](C(C)C)(C(C)C)C(C)C)N(C)C)C(=O)O (6-carboxy-3-(dimethyl)amino-6-carboxy-9-triisopropylsilyl-1,2,3,4-tetrahydro-9H-carbazole), C[Li] (methyllithium), C(C)OCC (diethyl ether), C[Li] (methyllithium). Solvent: O (water). Product: C(C)(=O)C1(CC=2C=3CC(CCC3N(C2C=C1)[Si](C(C)C)(C(C)C)C(C)C)N(C)C)C(C)=O (6-acetyl-3-(dimethyl)amino-6-acetyl-9-triisopropylsilyl-1,2,3,4-tetrahydro-9H-carbazole). Yield: 69.0%. Reaction SMILES: [C:1]([C:4]1(C(O)=O)[CH:16]=[CH:15][C:14]2[N:13]([Si:17]([CH:24]([CH3:26])[CH3:25])([CH:21]([CH3:23])[CH3:22])[CH:18]([CH3:20])[CH3:19])[C:12]3[CH2:11][CH2:10][CH:9]([N:27]([CH3:29])[CH3:28])[CH2:8][C:7]=3[C:6]=2[CH2:5]1)([OH:3])=O.[CH3:33][Li].C([O:37][CH2:38][CH3:39])C>O>[C:1]([C:4]1([C:38](=[O:37])[CH3:39])[CH:16]=[CH:15][C:14]2[N:13]([Si:17]([CH:21]([CH3:23])[CH3:22])([CH:24]([CH3:25])[CH3:26])[CH:18]([CH3:20])[CH3:19])[C:12]3[CH2:11][CH2:10][CH:9]([N:27]([CH3:29])[CH3:28])[CH2:8][C:7]=3[C:6]=2[CH2:5]1)(=[O:3])[CH3:33]. Procedure: To a solution of 2.0 gm (4.8 mMol) 6-carboxy-3-(dimethyl)amino-6-carboxy-9-triisopropylsilyl-1,2,3,4-tetrahydro-9H-carbazole in 100 mL diethyl ether at 0° C. were added 8 mL (9.6 mMol) methyllithium (1.2 M in diethyl ether) over a 15 minute period. After an hour an additional 0.4 mL of the methyllithium solution were added. 0.4 mL additions were continued until all of the starting material had reacted. The reaction mixture was then allowed to warm to room temperature and to it was first added ic... Reactants: Cl (HCl), O1CCOCC1 (dioxane), C(C)(C)(C)OC(NC1(CC1)C=1N=NC(=CC1)C=1C=NN(C1)C)=O ({1-[6-(1-Methyl-1H-pyrazol-4-yl)-pyridazin-3-yl]-cyclopropyl}-carbamic acid tert-butyl ester). Run in C(Cl)Cl (CH2Cl2). Reaction conditions: time 2 hour. Yields the product Cl.Cl.CN1N=CC(=C1)C1=CC=C(N=N1)C1(CC1)N (1-[6-(1-Methyl-1H-pyrazol-4-yl)-pyridazin-3-yl]-cyclopropylamine dihydrochloride). Reaction SMILES: C(OC(=O)[NH:7][C:8]1([C:11]2[N:12]=[N:13][C:14]([C:17]3[CH:18]=[N:19][N:20]([CH3:22])[CH:21]=3)=[CH:15][CH:16]=2)[CH2:10][CH2:9]1)(C)(C)C.[ClH:24].O1CCOCC1>C(Cl)Cl>[ClH:24].[ClH:24].[CH3:22][N:20]1[CH:21]=[C:17]([C:14]2[N:13]=[N:12][C:11]([C:8]3([NH2:7])[CH2:10][CH2:9]3)=[CH:16][CH:15]=2)[CH:18]=[N:19]1 |f:4.5.6|. Procedure details: {1-[6-(1-Methyl-1H-pyrazol-4-yl)-pyridazin-3-yl]-cyclopropyl}-carbamic acid tert-butyl ester (51 mg, 0.16 mmol) was dissolved in CH2Cl2 (1 mL) and 4M HCl in dioxane (2 mL, 4 mmol) was added. After 2 h, the solvents removed under a stream of N2 to give the title compound as an orange solid, m/z=216.4 [M+H]+.